This data is from the Open Reaction Database (ORD), a public repository of structured organic reaction records. The task is: describe an organic reaction: reactants, conditions, products, and yield Reactants: BrC1=C(N=CS1)C(=O)OC (methyl 5-bromo-1,3-thiazole-4-carboxylate), C(=O)(OC(C)(C)C)N1CCNCC1 (1-Boc-piperazine), C1CCC2=NCCCN2CC1 (DBU). Run in CC(OCC)=O (EA), O (water), CC#N (MeCN). Reaction conditions: temperature 80 celsius, time 5 hour. Yields the product C(C)(C)(C)OC(=O)N1CCN(CC1)C1=C(N=CS1)C(=O)OC (4-(4-Methoxycarbonyl-thiazol-5-yl)-piperazine-1-carboxylic acid tert-butyl ester). The yield is 51.9%. RXN SMILES: Br[C:2]1[S:6][CH:5]=[N:4][C:3]=1[C:7]([O:9][CH3:10])=[O:8].[C:11]([N:18]1[CH2:23][CH2:22][NH:21][CH2:20][CH2:19]1)([O:13][C:14]([CH3:17])([CH3:16])[CH3:15])=[O:12].C1CCN2C(=NCCC2)CC1>CC#N.CC(=O)OCC.O>[C:14]([O:13][C:11]([N:18]1[CH2:23][CH2:22][N:21]([C:2]2[S:6][CH:5]=[N:4][C:3]=2[C:7]([O:9][CH3:10])=[O:8])[CH2:20][CH2:19]1)=[O:12])([CH3:17])([CH3:15])[CH3:16]. Procedure: To a solution of methyl 5-bromo-1,3-thiazole-4-carboxylate (10 g) in MeCN (120 mL) was added 1-Boc-piperazine (8.56 g) followed by DBU (10.1 mL). The resulting solution was stirred at 80° C. for 5 h. The reaction mixture was diluted with EA and water. The layers were separated and the org. phase was further washed with water. The combined aq. layers were extracted with EA. The combined org. layers were dried over Na2SO4, filtrated off and evaporated in vacuo. The crude was purified by CC (Biotag... The reactants are BrCC1=C(C=CC=C1)C(F)(F)F (1-(bromomethyl)-2-(trifluoromethyl)benzene), [N-]=[N+]=[N-].[Na+] (sodium azide). Run in CS(=O)C (DMSO). Run at time 3.5 hour. Product: FC(C1=C(CN=[N+]=[N-])C=CC=C1)(F)F (2-(trifluoromethyl)benzyl Azide). The yield is 956.0%. Reaction SMILES: Br[CH2:2][C:3]1[CH:8]=[CH:7][CH:6]=[CH:5][C:4]=1[C:9]([F:12])([F:11])[F:10].[N-:13]=[N+:14]=[N-:15].[Na+]>CS(C)=O>[F:10][C:9]([F:12])([F:11])[C:4]1[CH:5]=[CH:6][CH:7]=[CH:8][C:3]=1[CH2:2][N:13]=[N+:14]=[N-:15] |f:1.2|. Procedure details: To a solution of 1-(bromomethyl)-2-(trifluoromethyl)benzene (0.250 g, 0.104 mmol) in DMSO (3.0 mL) was added sodium azide (0.101 g, 0.156 mmol). The reaction mixture was stirred at RT for 3-4 h. The reaction mixture was quenched in water and extracted with ethyl acetate. The organic layer was separated, dried over anhydrous sodium sulphate and concentrated to afford 0.200 g of the desired product. 1HNMR (DMSO-d6): δ 4.63 (s, 2H), 7.60 (d, J=7.8 Hz, 1H), 7.70-7.80 (m, 3H).